From a dataset of the Open Reaction Database (ORD), a public repository of structured organic reaction records. describe an organic reaction: reactants, conditions, products, and yield Starting materials: NC1=CC(CC(C1)(C)C)=O (3-Amino-5,5-dimethyl-2-cyclohexen-1-one), C(C1=CC=CC=C1)(=O)OC=1C=C(C=O)C=CC1 (3-benzoyloxybenzaldehyde). Yields the product C(C1=CC=CC=C1)(=O)OC=1C=C(C=CC1)C1C=2C(CC(CC2NC=2CC(CC(C12)=O)(C)C)(C)C)=O (9-(3-benzoyloxyphenyl)-3,4,6,7,9,10-hexahydro-3,3,6,6-tetramethyl-1,8(2H,5H)-acridinedione). RXN SMILES: [NH2:1][C:2]1[CH2:7][C:6]([CH3:9])([CH3:8])[CH2:5][C:4](=[O:10])[CH:3]=1.[C:11]([O:19][C:20]1[CH:21]=[C:22]([CH:25]=[CH:26][CH:27]=1)[CH:23]=O)(=[O:18])[C:12]1[CH:17]=[CH:16][CH:15]=[CH:14][CH:13]=1>>[C:11]([O:19][C:20]1[CH:21]=[C:22]([CH:23]2[C:3]3[C:4](=[O:10])[CH2:5][C:6]([CH3:9])([CH3:8])[CH2:7][C:2]=3[NH:1][C:2]3[CH2:7][C:6]([CH3:9])([CH3:8])[CH2:5][C:4](=[O:10])[C:3]2=3)[CH:25]=[CH:26][CH:27]=1)(=[O:18])[C:12]1[CH:17]=[CH:16][CH:15]=[CH:14][CH:13]=1. Procedure details: 3-Amino-5,5-dimethyl-2-cyclohexen-1-one was reacted with 3-benzoyloxybenzaldehyde in an analogous manner to that described in Example 1 to give 9-(3-benzoyloxyphenyl)-3,4,6,7,9,10-hexahydro-3,3,6,6-tetramethyl-1,8(2H,5H)-acridinedione. Crystallization from ethanol gave a pale yellow crystalline solid of melting point 274-275° C. (decomposition). Starting materials: ClC=1C=C(C(=O)OO)C=CC1 (3-chloroperoxybenzoic acid), C(CC)C=1N(C2=C(C=NC=3C=CC=CC23)N1)OCC(=O)N (2-[(2-propyl-1H-imidazo[4,5-c]quinolin-1-yl)oxy]acetamide), C1CCOC1 (THF). The solvent is ClCCl (dichloromethane), ClCCl (dichloromethane). Reaction conditions: temperature 0 celsius, time 1 hour. Product: [O-][N+]1=CC2=C(C=3C=CC=CC13)N(C(=N2)CCC)OCC(=O)N (2-[(5-oxido-2-propyl-1H-imidazo[4,5-c]quinolin-1-yl)oxy]acetamide). RXN SMILES: [CH2:1]([C:4]1[N:5]([O:17][CH2:18][C:19]([NH2:21])=[O:20])[C:6]2[C:15]3[CH:14]=[CH:13][CH:12]=[CH:11][C:10]=3[N:9]=[CH:8][C:7]=2[N:16]=1)[CH2:2][CH3:3].ClC1C=C(C=CC=1)C(OO)=[O:27].C1COCC1>ClCCl>[O-:27][N+:9]1[C:10]2[CH:11]=[CH:12][CH:13]=[CH:14][C:15]=2[C:6]2[N:5]([O:17][CH2:18][C:19]([NH2:21])=[O:20])[C:4]([CH2:1][CH2:2][CH3:3])=[N:16][C:7]=2[CH:8]=1. Reported procedure: A solution of 2-[(2-propyl-1H-imidazo[4,5-c]quinolin-1-yl)oxy]acetamide (2.7 g, 9.5 mmol) in dichloromethane (100 mL) was cooled to approximately 0° C., and 3-chloroperoxybenzoic acid (3.2 g of approximately 77% pure material, 14 mmol) was added. The reaction was stirred for ten minutes at 0° C. and for one hour at room temperature. An analysis by LC/MS indicated that no reaction had occurred; the starting material was very insoluble. THF (40 mL) was added, and the reaction was stirred for 23 ho... The reactants are [Na] (sodium), Cl (HCl), BrCC1=CC=CC=2C=C(OC21)C(=O)OCC (ethyl 7-bromomethyl-benzofuran-2-carboxylate), C(C)[O-].[Na+] (sodium ethanolate). The solvent is C(C)O (ethanol), C(C)O (ethanol). The product is C(C)OCC1=CC=CC=2C=C(OC21)C(=O)OCC (ethyl 7-ethoxymethyl-benzofuran-2-carboxylate). Isolated yield 69.0%. Reaction SMILES: Br[CH2:2][C:3]1[C:11]2[O:10][C:9]([C:12]([O:14][CH2:15][CH3:16])=[O:13])=[CH:8][C:7]=2[CH:6]=[CH:5][CH:4]=1.[CH2:17]([O-:19])[CH3:18].[Na+].[Na].Cl>C(O)C>[CH2:17]([O:19][CH2:2][C:3]1[C:11]2[O:10][C:9]([C:12]([O:14][CH2:15][CH3:16])=[O:13])=[CH:8][C:7]=2[CH:6]=[CH:5][CH:4]=1)[CH3:18] |f:1.2,^1:20|. Reported procedure: 4.67 g (16.5 mmol) of ethyl 7-bromomethyl-benzofuran-2-carboxylate were added to a solution of sodium ethanolate in anhydrous ethanol (freshly prepared from 400 mg (17.4 mmol) of sodium in 40 ml of anhydrous ethanol) and the mixture was heated at reflux for one hour. After cooling to room temperature the mixture was poured into 100 ml of 1N HCl and extracted twice with 150 ml of dichloromethane. After drying over magnesium sulfate concentration was carried out in a vacuum. The crude product obta... Starting materials: Cc1ccccc1, O=c1[nH]c2ccccc2n1CCCl, O, c1ccc(CN2CCNCC2)cc1. Yields the product O=c1[nH]c2ccccc2n1CCN1CCN(Cc2ccccc2)CC1. RXN SMILES: [CH3:27][c:28]1[cH:29][cH:30][cH:31][cH:32][cH:33]1.[Cl:14][CH2:15][CH2:16][n:17]1[c:18](=[O:26])[nH:19][c:20]2[c:21]1[cH:22][cH:23][cH:24][cH:25]2.[OH2:34].[c:1]1([CH2:7][N:8]2[CH2:9][CH2:10][NH:11][CH2:12][CH2:13]2)[cH:2][cH:3][cH:4][cH:5][cH:6]1>>[c:1]1([CH2:7][N:8]2[CH2:9][CH2:10][N:11]([CH2:15][CH2:16][n:17]3[c:18](=[O:26])[nH:19][c:20]4[c:21]3[cH:22][cH:23][cH:24][cH:25]4)[CH2:12][CH2:13]2)[cH:2][cH:3][cH:4][cH:5][cH:6]1. Starting materials: [Si](C)(C)(C(C)(C)C)OCC(C)N (2-t-butyldimethylsilyloxy-1-methylethylamine), COC1=CC=C(OCC2OC2)C=C1 (4-methoxyphenoxymethyloxirane). The solvent is C(C)O (ethanol). Yields the product COC1=CC=C(OCC(CNC(CO[Si](C)(C)C(C)(C)C)C)O)C=C1 (1-(4-Methoxyphenoxymethyl)-2-(2-t-butyldimethylsilyloxy-1-methylethylamino)ethanol). Isolated yield 58.2%. As a reaction SMILES: [Si:1]([O:8][CH2:9][CH:10]([NH2:12])[CH3:11])([C:4]([CH3:7])([CH3:6])[CH3:5])([CH3:3])[CH3:2].[CH3:13][O:14][C:15]1[CH:25]=[CH:24][C:18]([O:19][CH2:20][CH:21]2[CH2:23][O:22]2)=[CH:17][CH:16]=1>C(O)C>[CH3:13][O:14][C:15]1[CH:25]=[CH:24][C:18]([O:19][CH2:20][CH:21]([OH:22])[CH2:23][NH:12][CH:10]([CH3:11])[CH2:9][O:8][Si:1]([C:4]([CH3:7])([CH3:6])[CH3:5])([CH3:3])[CH3:2])=[CH:17][CH:16]=1. Reported procedure: A procedure similar to that described in Preparation 10 was repeated, except that 3.22 g of 2-t-butyldimethylsilyloxy-1-methylethylamine, 3.00 g of 4-methoxyphenoxymethyloxirane and 30 ml of ethanol were used, to give 3.58 g of the title compound having an Rf value of 0.15 (on silica gel thin layer chromatography, using ethyl acetate as the developing solvent). Reactants: CCO, O=Cc1ccccc1, CC(=O)c1ccc(OCC(=O)O)c(Cl)c1Cl, Cl, [Na+], [OH-], O. Yields the product O=C(O)COc1ccc(C(=O)C=Cc2ccccc2)c(Cl)c1Cl. As a reaction SMILES: [CH3:28][CH2:29][OH:30].[CH:17](=[O:18])[c:19]1[cH:20][cH:21][cH:22][cH:23][cH:24]1.[Cl:1][c:2]1[c:3]([O:4][CH2:5][C:6](=[O:7])[OH:8])[cH:9][cH:10][c:11]([C:14]([CH3:15])=[O:16])[c:12]1[Cl:13].[ClH:27].[Na+:26].[OH-:25].[OH2:31]>>[Cl:1][c:2]1[c:3]([O:4][CH2:5][C:6](=[O:7])[OH:8])[cH:9][cH:10][c:11]([C:14]([CH:15]=[CH:17][c:19]2[cH:20][cH:21][cH:22][cH:23][cH:24]2)=[O:16])[c:12]1[Cl:13].